describe an organic reaction: reactants, conditions, products, and yield From a dataset of the Open Reaction Database (ORD), a public repository of structured organic reaction records. Reactants: FC1=C(C=CC(=C1)F)C=1N=NN(N1)C1CC(NC1)C(=O)N1CCN(CC1)C1=C(C#N)C=CC=C1 (2-(4-{4-[5-(2,4-difluoro-phenyl)-tetrazol-2-yl]-pyrrolidine-2-carbonyl}-piperazin-1-yl)-benzonitrile), C1(CCCCC1)C=O (cyclohexanecarbaldehyde). Yields the product C1(CCCCC1)CN1[C@@H](C[C@@H](C1)N1N=C(N=N1)C1=C(C=C(C=C1)F)F)C(=O)N1CCN(CC1)C1=C(C#N)C=CC=C1 (2-(4-{(2S,4S)-1-Cyclohexylmethyl-4-[5-(2,4-difluoro-phenyl)-tetrazol-2-yl]-pyrrolidine-2-carbonyl}-piperazin-1-yl)-benzonitrile). Isolated yield 11.7%. Reaction SMILES: [F:1][C:2]1[CH:7]=[C:6]([F:8])[CH:5]=[CH:4][C:3]=1[C:9]1[N:10]=[N:11][N:12]([CH:14]2[CH2:18][NH:17][CH:16]([C:19]([N:21]3[CH2:26][CH2:25][N:24]([C:27]4[CH:34]=[CH:33][CH:32]=[CH:31][C:28]=4[C:29]#[N:30])[CH2:23][CH2:22]3)=[O:20])[CH2:15]2)[N:13]=1.[CH:35]1([CH:41]=O)[CH2:40][CH2:39][CH2:38][CH2:37][CH2:36]1>>[CH:35]1([CH2:41][N:17]2[CH2:18][C@@H:14]([N:12]3[N:11]=[N:10][C:9]([C:3]4[CH:4]=[CH:5][C:6]([F:8])=[CH:7][C:2]=4[F:1])=[N:13]3)[CH2:15][C@H:16]2[C:19]([N:21]2[CH2:22][CH2:23][N:24]([C:27]3[CH:34]=[CH:33][CH:32]=[CH:31][C:28]=3[C:29]#[N:30])[CH2:25][CH2:26]2)=[O:20])[CH2:40][CH2:39][CH2:38][CH2:37][CH2:36]1. Procedure: As described for Example 1e, 2-(4-{4-[5-(2,4-difluoro-phenyl)-tetrazol-2-yl]-pyrrolidine-2-carbonyl}-piperazin-1-yl)-benzonitrile (60 mg, 0.13 mmol) was converted, using cyclohexanecarbaldehyde (16 mg, 0.14 mmol) instead of benzaldehyde, to the title compound (8.5 mg, 11.7%) as light yellow oil. MS m/e=561.3 [M+H]+. Reactants: N(C(=N)N)C=1SC=C(N1)C1CC(CCC1)N (2-guanidino-4-(3-aminocyclohexyl)thiazole), dimethyl (cyanoimido)dithiocarbonate, C(Cl)(Cl)Cl.CO (chloroform methanol). Solvent: CO (methanol), CO (methanol). Run at time 8 hour. The product is N(C(=N)N)C=1SC=C(N1)C1CC(CCC1)NC(SC)=NC#N (2-guanidino-4-[3-(3-cyano-2-methylisothioureido)-cyclohexyl]thiazole). Reaction SMILES: [NH:1]([C:5]1[S:6][CH:7]=[C:8]([CH:10]2[CH2:15][CH2:14][CH2:13][CH:12]([NH2:16])[CH2:11]2)[N:9]=1)[C:2]([NH2:4])=[NH:3].C(Cl)(Cl)Cl.CO>CO>[NH:1]([C:5]1[S:6][CH:7]=[C:8]([CH:10]2[CH2:15][CH2:14][CH2:13][CH:12]([NH:16][C:5](=[N:1][C:2]#[N:3])[S:6][CH3:7])[CH2:11]2)[N:9]=1)[C:2]([NH2:4])=[NH:3] |f:1.2|. Procedure: To a stirred solution of 2-guanidino-4-(3-aminocyclohexyl)thiazole (0.25 g.) in methanol (10 ml.) was added dimethyl (cyanoimido)dithiocarbonate (0.15 g.) and the mixture allowed to stand overnight. The residue, obtained on evaporation of methanol, was subjected to preparative thin layer chromatography on silica gel GF (Uniplate, Analtech Inc., Delaware, USA) using chloroform/methanol (90:10 v/v) for development. Isolation of the appropriate region of the chromatogram and elution with warm ethan... The reactants are O (Water), C(C)(=O)NC=1SC=C(N1)C(=O)O (2-(acetylamino)-1,3-thiazole-4-carboxylic acid), N(NC(=O)OCCC1=CC=C(C=C1)O)C(=O)OC(C)(C)C (tert-Butyl 2-(4-hydroxyphenyl)ethyl hydrazine-1,2-dicarboxylate), C(=O)(N1C=NC=C1)N1C=NC=C1 (1,1′-carbonyldiimidazole). Solvent: C(C)(=O)OCC (ethyl acetate), CN(C=O)C (N,N-dimethylformamide). Conditions: temperature 50 celsius, time 2.5 hour. Yields the product N(NC(=O)OC(C)(C)C)C(=O)OCCC1=CC=C(C=C1)OC(=O)C=1N=C(SC1)NC(C)=O (2-[4-({[2-(acetylamino)-1,3-thiazol-4-yl]carbonyl}oxy)phenyl]ethyl tert-butyl hydrazine-1,2-dicarboxylate). The yield is 58.0%. Reaction SMILES: [C:1]([NH:4][C:5]1[S:6][CH:7]=[C:8]([C:10]([OH:12])=[O:11])[N:9]=1)(=[O:3])[CH3:2].C(N1C=CN=C1)(N1C=CN=C1)=O.[NH:25]([C:39]([O:41][C:42]([CH3:45])([CH3:44])[CH3:43])=[O:40])[NH:26][C:27]([O:29][CH2:30][CH2:31][C:32]1[CH:37]=[CH:36][C:35](O)=[CH:34][CH:33]=1)=[O:28].O>CN(C)C=O.C(OCC)(=O)C>[NH:26]([C:27]([O:29][CH2:30][CH2:31][C:32]1[CH:33]=[CH:34][C:35]([O:11][C:10]([C:8]2[N:9]=[C:5]([NH:4][C:1](=[O:3])[CH3:2])[S:6][CH:7]=2)=[O:12])=[CH:36][CH:37]=1)=[O:28])[NH:25][C:39]([O:41][C:42]([CH3:45])([CH3:44])[CH3:43])=[O:40]. Procedure details: To a suspension of 2-(acetylamino)-1,3-thiazole-4-carboxylic acid (466.2 mg, 2.504 mmol) in anhydrous N,N-dimethylformamide (5 ml) was added 1,1′-carbonyldiimidazole (405.7 mg, 2.502 mmol), and the mixture was stirred at 50° C. for 2.5 hr. tert-Butyl 2-(4-hydroxyphenyl)ethyl hydrazine-1,2-dicarboxylate (594.8 mg, 2.001 mmol) was added, and the mixture was stirred at 50° C. for 18 hr. Water (40 ml) and ethyl acetate (40 ml) were added to the reaction mixture and the mixture was stirred, stood sti... Reactants: FC1(CC(CCC1)(O)CNC(=O)C=1C=2C=CC(=NC2C=CC1Cl)Cl)F (2,6-dichloro-quinoline-5-carboxylic acid (3,3-difluoro-1-hydroxycyclohexylmethyl)-amide), CCN(C(C)C)C(C)C (DIPEA), FC1CNCC1 (3-fluoropyrrolidine). The product is FC1(CC(CCC1)(O)CNC(=O)C=1C=2C=CC(=NC2C=CC1Cl)N1CC(CC1)F)F (6-Chloro-2-(3-fluoropyrrolidin-1-yl)-quinoline-5-carboxylic acid (3,3-difluoro-1-hydroxycyclohexylmethyl)-amide). RXN SMILES: [F:1][C:2]1([F:25])[CH2:7][CH2:6][CH2:5][C:4]([CH2:9][NH:10][C:11]([C:13]2[C:14]3[CH:15]=[CH:16][C:17](Cl)=[N:18][C:19]=3[CH:20]=[CH:21][C:22]=2[Cl:23])=[O:12])([OH:8])[CH2:3]1.CCN(C(C)C)C(C)C.[F:35][CH:36]1[CH2:40][CH2:39][NH:38][CH2:37]1>>[F:1][C:2]1([F:25])[CH2:7][CH2:6][CH2:5][C:4]([CH2:9][NH:10][C:11]([C:13]2[C:14]3[CH:15]=[CH:16][C:17]([N:38]4[CH2:39][CH2:40][CH:36]([F:35])[CH2:37]4)=[N:18][C:19]=3[CH:20]=[CH:21][C:22]=2[Cl:23])=[O:12])([OH:8])[CH2:3]1. Reported procedure: The title compound was synthesized according to the procedure described in example 1 using 2,6-dichloro-quinoline-5-carboxylic acid (3,3-difluoro-1-hydroxycyclohexylmethyl)-amide, DIPEA and 3-fluoropyrrolidine. 1H NMR (400 MHz, DMSO-d6) δ ppm 8.75 (1H), 7.85 (m, 1H), 7.58 (2H), 7.05 (1H), 5.43-5.56 (1H), 4.56 (s, 1H), 3.89 (m, 2H), 3.70 (m, 1H), 3.55 (m, 1H), 3.26 (m, 2H), 2.44 (m, 2H), 2.06 (m, 2H), 1.85 (m, 2H), 1.74-1.76 (m, 5H), 1.27-1.32 (m, 2H). m/z: 442 [M+H] Starting materials: CCO, CC(=O)O, CCOC(=O)c1nnc2cc(OC)c(OC)cc2c1Cl, Nc1ccc(F)cc1F, N. Product: CCOC(=O)c1nnc2cc(OC)c(OC)cc2c1Nc1ccc(F)cc1F. RXN SMILES: [CH3:21][CH2:22][OH:23].[CH3:33][C:34](=[O:35])[OH:36].[Cl:1][c:2]1[c:3]([C:16](=[O:17])[O:18][CH2:19][CH3:20])[n:4][n:5][c:6]2[cH:7][c:8]([O:14][CH3:15])[c:9]([O:12][CH3:13])[cH:10][c:11]12.[F:24][c:25]1[c:26]([NH2:27])[cH:28][cH:29][c:30]([F:32])[cH:31]1.[NH3:37]>>[c:2]1([NH:27][c:26]2[c:25]([F:24])[cH:31][c:30]([F:32])[cH:29][cH:28]2)[c:3]([C:16](=[O:17])[O:18][CH2:19][CH3:20])[n:4][n:5][c:6]2[cH:7][c:8]([O:14][CH3:15])[c:9]([O:12][CH3:13])[cH:10][c:11]12. Starting materials: [BH4-], O=Cc1cccc(Br)c1, CN, CO, [Na+]. Yields the product CNCc1cccc(Br)c1. As a reaction SMILES: [BH4-:12].[Br:1][c:2]1[cH:3][c:4]([CH:5]=[O:6])[cH:7][cH:8][cH:9]1.[CH3:10][NH2:11].[CH3:14][OH:15].[Na+:13]>>[Br:1][c:2]1[cH:3][c:4]([CH2:5][NH:11][CH3:10])[cH:7][cH:8][cH:9]1. The reactants are CC(C)=O, S=c1[nH]c2cc(Cl)c(I)cc2[nH]1, CI, [K+], [K+], O=C([O-])[O-]. The product is CSc1nc2cc(I)c(Cl)cc2[nH]1. As a reaction SMILES: [CH3:21][C:22](=[O:23])[CH3:24].[Cl:9][c:10]1[cH:11][c:12]2[c:13]([nH:14][c:15](=[S:17])[nH:16]2)[cH:18][c:19]1[I:20].[I:7][CH3:8].[K+:1].[K+:2].[O-:3][C:4]([O-:5])=[O:6]>>[CH3:8][S:17][c:15]1[n:14][c:13]2[c:12]([cH:11][c:10]([Cl:9])[c:19]([I:20])[cH:18]2)[nH:16]1. The reactants are FC=1C(=C(C=CC1)CC(=O)OC)[N+](=O)[O-] (methyl (3-fluoro-2-nitrophenyl)acetate). The reagents and catalysts are [Pd] (Pd/C). Run in CCOC(=O)C (EtOAc). Run at time 4 hour. The product is NC1=C(C=CC=C1F)CC(=O)OC (methyl (2-amino-3-fluorophenyl)acetate). As a reaction SMILES: [F:1][C:2]1[C:3]([N+:13]([O-])=O)=[C:4]([CH2:8][C:9]([O:11][CH3:12])=[O:10])[CH:5]=[CH:6][CH:7]=1>CCOC(C)=O.[Pd]>[NH2:13][C:3]1[C:2]([F:1])=[CH:7][CH:6]=[CH:5][C:4]=1[CH2:8][C:9]([O:11][CH3:12])=[O:10]. Procedure details: A solution of methyl (3-fluoro-2-nitrophenyl)acetate (4.5 g, 21 mmol) in 100 mL of EtOAc was added 500 mg of Pd/C. The reaction was stirred at room temperature at 1 atm of H2 for 4 hours. Filtered off the catalyst and the filtration was concentrated to get methyl (2-amino-3-fluorophenyl)acetate. Starting materials: [BH4-], CO, O=C(Cc1ccc(Cl)cc1)c1ccc(Cl)cc1, [Na+], O. The product is OC(Cc1ccc(Cl)cc1)c1ccc(Cl)cc1. As a reaction SMILES: [BH4-:18].[CH3:21][OH:22].[Cl:1][c:2]1[cH:3][cH:4][c:5]([C:8]([CH2:9][c:10]2[cH:11][cH:12][c:13]([Cl:16])[cH:14][cH:15]2)=[O:17])[cH:6][cH:7]1.[Na+:19].[OH2:20]>>[Cl:1][c:2]1[cH:3][cH:4][c:5]([CH:8]([CH2:9][c:10]2[cH:11][cH:12][c:13]([Cl:16])[cH:14][cH:15]2)[OH:17])[cH:6][cH:7]1. Starting materials: CON(C(C1=C(C=C(C=C1)F)N)=O)C (N-methoxy-N-methyl-2-amino-4-fluoro-benzamide), C(C)=O (acetaldehyde), CC(=O)O (AcOH), C(C)(=O)O[BH-](OC(C)=O)OC(C)=O.[Na+] (sodium triacetoxyborohydride). The solvent is ClCCl (dichloromethane). Run at time 90 minute. Yields the product CON(C(C1=C(C=C(C=C1)F)NCC)=O)C (N-methoxy-N-methyl-4-fluoro-2-ethylamino-benzamide). RXN SMILES: [CH3:1][O:2][N:3]([CH3:14])[C:4](=[O:13])[C:5]1[CH:10]=[CH:9][C:8]([F:11])=[CH:7][C:6]=1[NH2:12].[CH:15](=O)[CH3:16].CC(O)=O.C(O[BH-](OC(=O)C)OC(=O)C)(=O)C.[Na+]>ClCCl>[CH3:1][O:2][N:3]([CH3:14])[C:4](=[O:13])[C:5]1[CH:10]=[CH:9][C:8]([F:11])=[CH:7][C:6]=1[NH:12][CH2:15][CH3:16] |f:3.4|. Reported procedure: To a solution of N-methoxy-N-methyl-2-amino-4-fluoro-benzamide (0.20 g, 1.01 mmol), acetaldehyde (86 μL, 1.53 mmol), and AcOH (87 μL, 2.1 mmol) in dichloromethane (20 mL) was added sodium triacetoxyborohydride (430 mg, 2.03 mmol) at 5° C. The mixture was stirred for 90 minutes at the same temperature and then 40 minutes at room temperature. The reaction was quenched by adding water. The organic layer was washed with saturated aqueous NaHCO3 solution and brine, dried over anhydrous magnesium sulf...